From a dataset of the Open Reaction Database (ORD), a public repository of structured organic reaction records. describe an organic reaction: reactants, conditions, products, and yield Starting materials: Cc1nccn1Cc1cc(Cl)cnn1, OB(O)c1cccc(C(F)(F)F)c1. Product: Cl, Cc1nccn1Cc1cc(-c2cccc(C(F)(F)F)c2)cnn1. RXN SMILES: [Cl:14][c:15]1[cH:16][c:17]([CH2:21][n:22]2[c:23]([CH3:27])[n:24][cH:25][cH:26]2)[n:18][n:19][cH:20]1.[F:1][C:2]([c:3]1[cH:4][c:5]([B:9]([OH:10])[OH:11])[cH:6][cH:7][cH:8]1)([F:12])[F:13]>>[ClH:14].[F:1][C:2]([c:3]1[cH:4][c:5](-[c:15]2[cH:16][c:17]([CH2:21][n:22]3[c:23]([CH3:27])[n:24][cH:25][cH:26]3)[n:18][n:19][cH:20]2)[cH:6][cH:7][cH:8]1)([F:12])[F:13]. The reactants are CC1=NN=C(O1)N1CCC(CC1)=O (1-(5-methyl-[1,3,4]oxadiazol-2-yl)-piperidin-4-one), FC1=C(C=C(C=C1)C1C=2N(CCC1)N=C(N2)N)C(F)(F)F (8-(4-fluoro-3-trifluoromethyl-phenyl)-5,6,7,8-tetrahydro-[1,2,4]triazolo[1,5-a]pyridin-2-ylamine). Product: FC1=C(C=C(C=C1)C1C=2N(CCC1)N=C(N2)NC2CCN(CC2)C=2OC(=NN2)C)C(F)(F)F ([8-(4-Fluoro-3-trifluoromethyl-phenyl)-5,6,7,8-tetrahydro-[1,2,4]triazolo[1,5-a]pyridin-2-yl]-[1-(5-methyl-[1,3,4]oxadiazol-2-yl)-piperidin-4-yl]-amine). As a reaction SMILES: [CH3:1][C:2]1[O:6][C:5]([N:7]2[CH2:12][CH2:11][C:10](=O)[CH2:9][CH2:8]2)=[N:4][N:3]=1.[F:14][C:15]1[CH:20]=[CH:19][C:18]([CH:21]2[CH2:26][CH2:25][CH2:24][N:23]3[N:27]=[C:28]([NH2:30])[N:29]=[C:22]23)=[CH:17][C:16]=1[C:31]([F:34])([F:33])[F:32]>>[F:14][C:15]1[CH:20]=[CH:19][C:18]([CH:21]2[CH2:26][CH2:25][CH2:24][N:23]3[N:27]=[C:28]([NH:30][CH:10]4[CH2:11][CH2:12][N:7]([C:5]5[O:6][C:2]([CH3:1])=[N:3][N:4]=5)[CH2:8][CH2:9]4)[N:29]=[C:22]23)=[CH:17][C:16]=1[C:31]([F:32])([F:33])[F:34]. Procedure details: Prepared in analogy to example 1h employing 1-(5-methyl-[1,3,4]oxadiazol-2-yl)-piperidin-4-one (see example 25b) and 8-(4-fluoro-3-trifluoromethyl-phenyl)-5,6,7,8-tetrahydro-[1,2,4]triazolo[1,5-a]pyridin-2-ylamine (prepared in analogy to example 1d-g). The title compound was obtained as brown solid. Starting materials: CC(=O)OCOC(COC(C)=O)COC(C)=O, O=[N+]([O-])c1ncc[nH]1, O, Cc1ccc(S(=O)(=O)O)cc1. Yields the product CC(=O)OCC(COC(C)=O)OCn1ccnc1[N+](=O)[O-]. As a reaction SMILES: [C:9]([CH3:10])(=[O:11])[O:12][CH2:13][CH:14]([CH2:15][O:16][C:17]([CH3:18])=[O:19])[O:20][CH2:21][O:22][C:23](=[O:24])[CH3:25].[N+:1](=[O:2])([O-:3])[c:4]1[nH:5][cH:6][cH:7][n:8]1.[OH2:26].[c:27]1([CH3:28])[cH:29][cH:30][c:31]([S:32]([OH:33])(=[O:34])=[O:35])[cH:36][cH:37]1>>[N+:1](=[O:2])([O-:3])[c:4]1[n:5]([CH2:21][O:20][CH:14]([CH2:13][O:12][C:9]([CH3:10])=[O:11])[CH2:15][O:16][C:17]([CH3:18])=[O:19])[cH:6][cH:7][n:8]1. The reactants are FC1=CC=C(C#N)C=C1 (4-fluoro-benzonitrile), OC(CN)C (2-hydroxypropylamine), C(C)N(C(C)C)C(C)C (N-ethyl-diisopropylamine). Run in O (water). The product is OC(CNC1=CC=C(C#N)C=C1)C (4-[(2-Hydroxy-propyl)-amino]-benzonitrile). As a reaction SMILES: F[C:2]1[CH:9]=[CH:8][C:5]([C:6]#[N:7])=[CH:4][CH:3]=1.[OH:10][CH:11]([CH3:14])[CH2:12][NH2:13].C(N(C(C)C)C(C)C)C>O>[OH:10][CH:11]([CH3:14])[CH2:12][NH:13][C:2]1[CH:9]=[CH:8][C:5]([C:6]#[N:7])=[CH:4][CH:3]=1. Procedure details: 12.1 g of 4-fluoro-benzonitrile, 7.5 g of 2-hydroxypropylamine and 17.4 ml of N-ethyl-diisopropylamine were heated together to 100° C. for 2.5 hours. The mixture was poured onto 250 ml of water, extracted five times with 50 ml of ethyl acetate and the combined organic phases were evaporated down. The product remaining was purified by column chromatography (silica gel; eluant: ethyl acetate) and crystallised by triturating with a 1:1-mixture of tert.butyl-methylether and petroleum ether.